This data is from the Open Reaction Database (ORD), a public repository of structured organic reaction records. The task is: describe an organic reaction: reactants, conditions, products, and yield As a reaction SMILES: [CH3:19][Si:20]([CH3:21])([CH3:22])[Cl:23].[CH3:1][CH2:2][CH2:3][CH2:4][Li:5].[CH3:25][O:26][C:27]([CH3:28])([CH3:29])[CH3:30].[F:6][c:7]1[cH:8][cH:9][cH:10][cH:11][c:12]1[F:13].[O:14]1[CH2:15][CH2:16][CH2:17][CH2:18]1.[OH2:24]>>[F:6][c:7]1[cH:8][cH:9][cH:10][c:11]([Si:20]([CH3:19])([CH3:21])[CH3:22])[c:12]1[F:13]. Yields the product C[Si](C)(C)c1cccc(F)c1F. Starting materials: C[Si](C)(C)Cl, [Li]CCCC, COC(C)(C)C, Fc1ccccc1F, C1CCOC1, O. Starting materials: CC(C)(C)OC(=O)N1CCC(n2cc(I)c3c(Cl)ncnc32)CC1, ClCCl, O=C(O)C(F)(F)F. Product: Clc1ncnc2c1c(I)cn2C1CCNCC1. As a reaction SMILES: [Cl:1][c:2]1[c:3]2[c:4]([n:5][cH:6][n:7]1)[n:8]([CH:12]1[CH2:13][CH2:14][N:15]([C:18]([O:19][C:20]([CH3:21])([CH3:22])[CH3:23])=[O:24])[CH2:16][CH2:17]1)[cH:9][c:10]2[I:11].[Cl:32][CH2:33][Cl:34].[OH:25][C:26]([C:27]([F:28])([F:29])[F:30])=[O:31]>>[Cl:1][c:2]1[c:3]2[c:4]([n:5][cH:6][n:7]1)[n:8]([CH:12]1[CH2:13][CH2:14][NH:15][CH2:16][CH2:17]1)[cH:9][c:10]2[I:11].